This data is from the Open Reaction Database (ORD), a public repository of structured organic reaction records. The task is: describe an organic reaction: reactants, conditions, products, and yield Reactants: O=C1N(C(C2=CC=CC=C12)=O)CCN1C(C(=C(C2=NC=C(C=C12)CC1=CC=C(C=C1)F)O)C(=O)OCC)=O (ethyl 1-[2-(1,3-dioxo-1,3-dihydro-2H-isoindol-2-yl)ethyl]-7-[(4-fluorophenyl)methyl]-4-hydroxy-2-oxo-1,2-dihydro-1,5-naphthyridine-3-carboxylate), N1(CCOCC1)CCCN ([3-(4-morpholinyl)propyl]amine). RXN SMILES: [O:1]=[C:2]1[C:10]2[C:5](=[CH:6][CH:7]=[CH:8][CH:9]=2)[C:4](=[O:11])[N:3]1[CH2:12][CH2:13][N:14]1[C:23]2[C:18](=[N:19][CH:20]=[C:21]([CH2:24][C:25]3[CH:30]=[CH:29][C:28]([F:31])=[CH:27][CH:26]=3)[CH:22]=2)[C:17]([OH:32])=[C:16]([C:33](OCC)=[O:34])[C:15]1=[O:38].[N:39]1([CH2:45][CH2:46][CH2:47][NH2:48])[CH2:44][CH2:43][O:42][CH2:41][CH2:40]1>CCO>[O:11]=[C:4]1[C:5]2[C:10](=[CH:9][CH:8]=[CH:7][CH:6]=2)[C:2](=[O:1])[N:3]1[CH2:12][CH2:13][N:14]1[C:23]2[C:18](=[N:19][CH:20]=[C:21]([CH2:24][C:25]3[CH:26]=[CH:27][C:28]([F:31])=[CH:29][CH:30]=3)[CH:22]=2)[C:17]([OH:32])=[C:16]([C:33]([NH:48][CH2:47][CH2:46][CH2:45][N:39]2[CH2:44][CH2:43][O:42][CH2:41][CH2:40]2)=[O:34])[C:15]1=[O:38].[N:39]1([CH2:45][CH2:46][CH2:47][NH2:48])[CH2:44][CH2:43][O:42][CH2:41][CH2:40]1 |f:3.4|. The solvent is CCO (EtOH). Product: O=C1N(C(C2=CC=CC=C12)=O)CCN1C(C(=C(C2=NC=C(C=C12)CC1=CC=C(C=C1)F)O)C(=O)NCCCN1CCOCC1)=O.N1(CCOCC1)CCCN (1-[2-(1,3-Dioxo-1,3-dihydro-2H-isoindol-2-yl)ethyl]-7-[(4-fluorophenyl)methyl]-4-hydroxy-N-[3-(4-morpholinyl)propyl]-2-oxo-1,2-dihydro-1,5-naphthyridine-3-carboxamide [3-(4-morpholinyl)propyl]amine). Reported procedure: A solution of ethyl 1-[2-(1,3-dioxo-1,3-dihydro-2H-isoindol-2-yl)ethyl]-7-[(4-fluorophenyl)methyl]-4-hydroxy-2-oxo-1,2-dihydro-1,5-naphthyridine-3-carboxylate (0.025 g, 0.049 mmol) in EtOH (2.5 mL) under nitrogen was treated with [3-(4-morpholinyl)propyl]amine (0.035 mL, 0.24 mmol) for 40 min.@130° C. in a microwave vessel. The reaction was then cooled to ambient temperature and the resulting suspension was filtered, washed with EtOH and Et2O then thoroughly dried under high vacuum to provide th... The reactants are C=1C=CC(=CC1)[C@@H]2[C@H](O2)C=3C=CC=CC3 (trans-stilbene oxide), NCC(O)C1=CC=CC=C1 (2-amino-1-phenylethanol). Conditions: time 16 hour. Product: CO.C(C)(C)OC(C)C (methanol isopropyl ether), solid. The yield is 77.0%. Reaction SMILES: [CH:1]1[CH:2]=CC([C@H]2[O:9][C@@H:8]2C2C=CC=CC=2)=C[CH:6]=1.N[CH2:17][CH:18]([C:20]1C=CC=CC=1)[OH:19]>>[CH3:8][OH:9].[CH:1]([O:19][CH:18]([CH3:17])[CH3:20])([CH3:2])[CH3:6] |f:2.3|. Procedure: A mixture of trans-stilbene oxide (2.44 g, 0.0125 mol) and 2-amino-1-phenylethanol (5.12 g, 0.0374 mol) was heated on a steam bath for 3 hours and allowed to stand at ambient temperature for 16 hours. Trituration with methanol-isopropyl ether gave a white solid (1.12 g, 77% yield). The solid was recrystallized from methanol-water to obtain 0.8 g of the product, mp 162°-163° C. Reactants: COC=1C=C(C=CC1OC)CCNC(COC1=C(C=C(C=C1)C(C(C)NC(=O)OCC)=O)Cl)=O (N-[2-(3,4-dimethoxyphenyl)-ethyl]-α-{2-chloro-4-[2-(ethoxycarbonylamino)propionyl]phenoxy}acetamide), O.NN (hydrazine hydrate). The solvent is C(CCC)O (butanol), C(CCC)O (butanol). The product is ClC1=C(OCC(=O)NCCC2=CC(=C(C=C2)OC)OC)C=CC(=C1)C=1C(NC(NN1)=O)C (α-[2-Chloro-4-(2,3,4,5-tetrahydro-5-methyl-3-oxo-1,2,4-triazin-6-yl)phenoxy]-N-[2-(3,4-dimethoxyphenyl)ethyl]acetamide). The yield is 21.5%. RXN SMILES: [CH3:1][O:2][C:3]1[CH:4]=[C:5]([CH2:11][CH2:12][NH:13][C:14](=[O:34])[CH2:15][O:16][C:17]2[CH:22]=[CH:21][C:20]([C:23](=O)[CH:24]([NH:26][C:27]([O:29]CC)=O)[CH3:25])=[CH:19][C:18]=2[Cl:33])[CH:6]=[CH:7][C:8]=1[O:9][CH3:10].O.[NH2:36][NH2:37]>C(O)CCC>[Cl:33][C:18]1[CH:19]=[C:20]([C:23]2[CH:24]([CH3:25])[NH:26][C:27](=[O:29])[NH:36][N:37]=2)[CH:21]=[CH:22][C:17]=1[O:16][CH2:15][C:14]([NH:13][CH2:12][CH2:11][C:5]1[CH:6]=[CH:7][C:8]([O:9][CH3:10])=[C:3]([O:2][CH3:1])[CH:4]=1)=[O:34] |f:1.2|. Reported procedure: A mixture of 556 mg of N-[2-(3,4-dimethoxyphenyl)-ethyl]-α-{2-chloro-4-[2-(ethoxycarbonylamino)propionyl]phenoxy}acetamide [prepared as described in step (c) above] and 723 mg of hydrazine hydrate in 7 ml of butanol was heated under reflux for 67 hours. At the end of this time, the mixture was cooled, and the butanol used as the solvent was removed by evaporation under reduced pressure. The residue was purified by column chromatography through silica gel eluted with a 10:1 by volume mixture of c... Reaction conditions: time 0.5 hour. Yield: 59.3%. Product: CC1=C(C=CC(=N1)NC(=O)NC(C(C)(C)C)=O)OC1=CC(=NC=C1)NC(CC)=O (N-((6-methyl-5-((2-propionamidopyridin-4-yl)oxy)pyridin-2-yl)carbamoyl)pivalamide). Run in ClCCCl (DCE), C1CCOC1 (THF). RXN SMILES: [CH3:1][C:2]([CH3:7])([CH3:6])[C:3]([NH2:5])=[O:4].C(Cl)(=O)[C:9](Cl)=[O:10].[NH2:14][C:15]1[N:20]=[C:19]([CH3:21])[C:18]([O:22][C:23]2[CH:28]=[CH:27][N:26]=[C:25]([NH:29][C:30](=[O:33])[CH2:31][CH3:32])[CH:24]=2)=[CH:17][CH:16]=1>ClCCCl.C1COCC1>[CH3:21][C:19]1[N:20]=[C:15]([NH:14][C:9]([NH:5][C:3](=[O:4])[C:2]([CH3:7])([CH3:6])[CH3:1])=[O:10])[CH:16]=[CH:17][C:18]=1[O:22][C:23]1[CH:28]=[CH:27][N:26]=[C:25]([NH:29][C:30](=[O:33])[CH2:31][CH3:32])[CH:24]=1. The reactants are CC(C(=O)N)(C)C (2,2,2-trimethylacetamide), C(C(=O)Cl)(=O)Cl (oxalyl chloride), NC1=CC=C(C(=N1)C)OC1=CC(=NC=C1)NC(CC)=O (N-(4-((6-amino-2-methylpyridin-3-yl)oxy)pyridin-2-yl)propionamide), TEA. Procedure details: A solution of 2,2,2-trimethylacetamide (0.048 g, 0.477 mmol) in DCE (2 mL) was treated with oxalyl chloride (0.042 mL, 0.477 mmol), stirred at RT for 0.5 h, then heated at 75° C. for 1 h. The mixture was cooled to RT, added to a solution of Example A6 (0.10 g, 0.367 mmol) and TEA (0.1 mL, 0.744 mmol) in THF (2 mL) and stirred at RT for 1 h. The mixture was concentrated to dryness, the residue treated with EtOAc, the solid collected via filtration, washed with water and EtOAc and dried to afford ... Starting materials: [Li].ClC=1C=C(C=C(C1)F)C(=CC(C(=O)OCC)=O)[O-] (Lithium 1-(3-chloro-5-fluorophenyl)-4-ethoxy-3,4-dioxobut-1-en-1-olate), Cl.N1=CC(=CC=C1)NN (3-pyridylhydrazine hydrochloride), ClC=1C=C(C=CC1F)N1N=C(C=C1C1=CC(=CC(=C1)OC(F)(F)F)F)C(=O)O (1-(3-chloro-4-fluorophenyl)-5-(3-fluoro-5-trifluoromethoxyphenyl)-1H-pyrazole-3-carboxylic acid). Yields the product ClC=1C=C(C=C(C1)F)C1=CC(=NN1C=1C=NC=CC1)C(=O)O (5-(3-chloro-5-fluorophenyl)-1-(pyridine-3-yl)-1H-pyrazole-3-carboxylic acid). As a reaction SMILES: [Li].[Cl:2][C:3]1[CH:4]=[C:5]([C:10]([O-])=[CH:11][C:12](=O)[C:13]([O:15]CC)=[O:14])[CH:6]=[C:7]([F:9])[CH:8]=1.Cl.[N:21]1[CH:26]=[CH:25][CH:24]=[C:23]([NH:27][NH2:28])[CH:22]=1.ClC1C=C(N2C(C3C=C(OC(F)(F)F)C=C(F)C=3)=CC(C(O)=O)=N2)C=CC=1F>>[Cl:2][C:3]1[CH:4]=[C:5]([C:10]2[N:27]([C:23]3[CH:22]=[N:21][CH:26]=[CH:25][CH:24]=3)[N:28]=[C:12]([C:13]([OH:15])=[O:14])[CH:11]=2)[CH:6]=[C:7]([F:9])[CH:8]=1 |f:0.1,2.3,^1:0|. Procedure details: 807 mg (2.90 mmol) of the compound from example 7A is reacted with 464 mg (3.19 mmol) 3-pyridylhydrazine hydrochloride in a manner analogous to the synthesis of the compound from example 8A. Following hydrolysis, 353 mg (38% of theoretical yield) of the title compound is produced. Starting materials: C(C)(C)(C)OC(=O)N1CCC(CC1)N1N=C(C(=C1)C1=CC=NC=C1)C1=CC(=CC=C1)[N+](=O)[O-] (4-[3-(3-nitro-phenyl)-4-pyridin-4-yl-pyrazol-1-yl]-piperidine-1-carboxylic acid tert-butyl ester). The solvent is CO (methanol). Run at time 6 hour. Yields the product C(C)(C)(C)OC(=O)N1CCC(CC1)N1N=C(C(=C1)C1=CC=NC=C1)C1=CC(=CC=C1)N (4-[3-(3-Amino-phenyl)-4-pyridin-4-yl-pyrazol-1-yl]-piperidine-1-carboxylic acid tert-butyl ester). Reaction SMILES: [C:1]([O:5][C:6]([N:8]1[CH2:13][CH2:12][CH:11]([N:14]2[CH:18]=[C:17]([C:19]3[CH:24]=[CH:23][N:22]=[CH:21][CH:20]=3)[C:16]([C:25]3[CH:30]=[CH:29][CH:28]=[C:27]([N+:31]([O-])=O)[CH:26]=3)=[N:15]2)[CH2:10][CH2:9]1)=[O:7])([CH3:4])([CH3:3])[CH3:2]>CO>[C:1]([O:5][C:6]([N:8]1[CH2:9][CH2:10][CH:11]([N:14]2[CH:18]=[C:17]([C:19]3[CH:24]=[CH:23][N:22]=[CH:21][CH:20]=3)[C:16]([C:25]3[CH:30]=[CH:29][CH:28]=[C:27]([NH2:31])[CH:26]=3)=[N:15]2)[CH2:12][CH2:13]1)=[O:7])([CH3:4])([CH3:2])[CH3:3]. Procedure details: To crude 4-[3-(3-nitro-phenyl)-4-pyridin-4-yl-pyrazol-1-yl]-piperidine-1-carboxylic acid tert-butyl ester (0.75 mmol) in methanol (20 mL) Pd/C 10% (190 mg) was added. The reaction was stirred under hydrogen atmosphere (45 psi) at room temperature for six hours. The suspension was filtered to remove the catalyst, and then concentrated to give the crude product that was used in the next step without further purification.